This data is from the Open Reaction Database (ORD), a public repository of structured organic reaction records. The task is: describe an organic reaction: reactants, conditions, products, and yield Starting materials: [Si](C)(C)(C)I (TMS-I), COC(C(CSCC1=CC=C(C=C1)C1=CC=C(C=C1)C1=CC=CC2=C1OC1=C2C=CC=C1)NC(=O)OC(C)(C)C)=O (methyl-2-tert-butoxycarbonylamino-3-(4′-dibenzofuran-4-yl-biphenyl-4-ylmethyl-sulfanyl)-propionate), C(Cl)Cl (methylene chloride), C([O-])(O)=O.[Na+] (sodium bicarbonate). Solvent: O (water). Reaction conditions: time 25 minute. Yields the product COC(C(CSCC1=CC=C(C=C1)C1=CC=C(C=C1)C1=CC=CC2=C1OC1=C2C=CC=C1)N)=O (Methyl-2-amino-3-(4′-dibenzofuran-4-ylbipheny-4-ylmethylsulfanyl)-propionate). Reaction SMILES: [Si](I)(C)(C)C.[CH3:6][O:7][C:8](=[O:46])[CH:9]([NH:38]C(OC(C)(C)C)=O)[CH2:10][S:11][CH2:12][C:13]1[CH:18]=[CH:17][C:16]([C:19]2[CH:24]=[CH:23][C:22]([C:25]3[C:30]4[O:31][C:32]5[CH:37]=[CH:36][CH:35]=[CH:34][C:33]=5[C:29]=4[CH:28]=[CH:27][CH:26]=3)=[CH:21][CH:20]=2)=[CH:15][CH:14]=1.C(Cl)Cl.C(=O)(O)[O-].[Na+]>O>[CH3:6][O:7][C:8](=[O:46])[CH:9]([NH2:38])[CH2:10][S:11][CH2:12][C:13]1[CH:18]=[CH:17][C:16]([C:19]2[CH:20]=[CH:21][C:22]([C:25]3[C:30]4[O:31][C:32]5[CH:37]=[CH:36][CH:35]=[CH:34][C:33]=5[C:29]=4[CH:28]=[CH:27][CH:26]=3)=[CH:23][CH:24]=2)=[CH:15][CH:14]=1 |f:3.4|. Reported procedure: TMS-I (290 mg, 0.21 mL, 1.45 mmol) was added dropwise to a stirred solution of methyl-2-tert-butoxycarbonylamino-3-(4′-dibenzofuran-4-yl-biphenyl-4-ylmethyl-sulfanyl)-propionate (748 mg, 1.32 mmol) in anhyd methylene chloride (20 mL). The reaction mixture was stirred at room temperature for 20-30 min (TLC control), and then diluted with water (20 mL). Sat'd aq sodium bicarbonate solution was added to adjust the solution to pH 8-9. The reaction mixture was extracted with diethyl ether (2×30 mL). ... Reactants: CC1=CC(=O)C2=C(C=C3C(=C2OC)C=CO3)O1 (visnagin), [K].C(=O)([O-])C(O)C(O)C(=O)[O-].[Na+].[Na+] (potassium sodium tartrate), C(C)OCC (diethyl ether), C[Al](C)C (trimethylaluminum). Reagents/catalysts: C/C(=C/C(=O)C)/[O-].C/C(=C/C(=O)C)/[O-].[Ni+2] (nickel(II) acetylacetonate). Run in O1CCCC1 (tetrahydrofuran), C(C)(=O)OCC (ethyl acetate). Conditions: temperature -20 celsius, time 1 hour. The product is COC1=C2C(CC(OC2=CC2=C1C=CO2)(C)C)=O (4-Methoxy-7,7-dimethyl-6,7-dihydro-5H-furo[3,2-g]chromen-5-one). Reaction SMILES: [CH3:1][C:2]1[O:17][C:7]2[CH:8]=[C:9]3[O:16][CH:15]=[CH:14][C:10]3=[C:11]([O:12][CH3:13])[C:6]=2[C:4](=[O:5])[CH:3]=1.[CH2:18](OCC)C.C[Al](C)C.[K].C(C(C(C([O-])=O)O)O)([O-])=O.[Na+].[Na+]>C(OCC)(=O)C.C/C(/[O-])=C/C(C)=O.C/C(/[O-])=C/C(C)=O.[Ni+2].O1CCCC1>[CH3:13][O:12][C:11]1[C:10]2[CH:14]=[CH:15][O:16][C:9]=2[CH:8]=[C:7]2[C:6]=1[C:4](=[O:5])[CH2:3][C:2]([CH3:18])([CH3:1])[O:17]2 |f:3.4.5.6,8.9.10,^1:26|. Procedure: Under argon, 25 g of visnagin (108.6 mmol) are suspended in 500 ml of abs. diethyl ether and 50 ml of abs. tetrahydrofuran, 2.23 g (8.7 mmol) of nickel(II) acetylacetonate are added and the mixture is cooled to −20° C. At this temperature, 81.44 ml (162.9 mmol) of trimethylaluminum (2 M solution in hexane) are added slowly, and the mixture is then slowly warmed to 0° C. and stirring is continued. After one hour, 500 ml of saturated potassium/sodium tartrate solution are added (vigorous evolution...